From a dataset of the Open Reaction Database (ORD), a public repository of structured organic reaction records. describe an organic reaction: reactants, conditions, products, and yield Starting materials: CC1=C(CO)C=CC=C1 (2-methylbenzyl alcohol), [H-].[Na+] (sodium hydride), NC1=NC=CN=C1Cl (2-Amino-3-chloropyrazine). The solvent is CN(C=O)C (N,N-dimethylformamide). Reaction conditions: temperature 65 celsius, time 30 minute. The product is NC1=NC=CN=C1OCC1=C(C=CC=C1)C (2-amino-3-(2-methylbenzyloxy)pyrazine). The yield is 41.5%. Reaction SMILES: [CH3:1][C:2]1[CH:9]=[CH:8][CH:7]=[CH:6][C:3]=1[CH2:4][OH:5].[H-].[Na+].[NH2:12][C:13]1[C:18](Cl)=[N:17][CH:16]=[CH:15][N:14]=1>CN(C)C=O>[NH2:12][C:13]1[C:18]([O:5][CH2:4][C:3]2[CH:6]=[CH:7][CH:8]=[CH:9][C:2]=2[CH3:1])=[N:17][CH:16]=[CH:15][N:14]=1 |f:1.2|. Procedure details: To a solution of 2-methylbenzyl alcohol (0.985 g) in N,N-dimethylformamide (10 ml) was added 62.8% sodium hydride (0.308 g) under a nitrogen atmosphere and then stirred for 30 minutes. 2-Amino-3-chloropyrazine (0.87 g) was added to the solution and the mixture was heated at 65° C. for 2 hours and poured onto crushed ice. The resulting precipitates were collected by filtration, washed with n-hexane, and dried in a desiccator to give 2-amino-3-(2-methylbenzyloxy)pyrazine (0.6 g). Starting materials: CCCC(CCC)c1cc(C)nn2cc(C)nc12, CC#N, O=C1CCC(=O)N1I. Yields the product CCCC(CCC)c1cc(C)nn2c(I)c(C)nc12. Reaction SMILES: [CH3:1][c:2]1[n:3][c:4]2[n:5]([n:6][c:7]([CH3:17])[cH:8][c:9]2[CH:10]([CH2:11][CH2:12][CH3:13])[CH2:14][CH2:15][CH3:16])[cH:18]1.[CH3:27][C:28]#[N:29].[O:19]=[C:20]1[N:21]([I:26])[C:22](=[O:23])[CH2:24][CH2:25]1>>[CH3:1][c:2]1[n:3][c:4]2[n:5]([n:6][c:7]([CH3:17])[cH:8][c:9]2[CH:10]([CH2:11][CH2:12][CH3:13])[CH2:14][CH2:15][CH3:16])[c:18]1[I:26]. Starting materials: C(C)OC(C(CC1=C(C=C(C=C1)O)OCC)OCC)=O ([rac]-2-ethoxy-3-(2-ethoxy-4-hydroxy-phenyl)-propionic acid ethyl ester), O=P(Cl)(Cl)Cl (POCl3), C([O-])([O-])=O.[K+].[K+] (potassium carbonate), ClCC=1N=C(OC1C)C1=CC(=CC=C1)Cl (4-chloromethyl-2-(3-chloro-phenyl)-5-methyl-oxazole), ClC=1C=C(C=O)C=CC1 (3-chloro-benzaldehyde). Solvent: CN(C=O)C (N,N-dimethylformamide). Yields the product C(C)OC(C(CC1=C(C=C(C=C1)OCC=1N=C(OC1C)C1=CC(=CC=C1)Cl)OCC)OCC)=O ([rac]-3-{4-[2-(3-chloro-phenyl)-5-methyl-oxazol-4-ylmethoxy]-2-ethoxy-phenyl}-2-ethoxy-propionic acid ethyl ester). Reaction SMILES: [CH2:1]([O:3][C:4](=[O:20])[CH:5]([O:17][CH2:18][CH3:19])[CH2:6][C:7]1[CH:12]=[CH:11][C:10]([OH:13])=[CH:9][C:8]=1[O:14][CH2:15][CH3:16])[CH3:2].Cl[CH2:22][C:23]1[N:24]=[C:25]([C:29]2[CH:34]=[CH:33][CH:32]=[C:31]([Cl:35])[CH:30]=2)[O:26][C:27]=1[CH3:28].ClC1C=C(C=CC=1)C=O.O=P(Cl)(Cl)Cl.C(=O)([O-])[O-].[K+].[K+]>CN(C)C=O>[CH2:1]([O:3][C:4](=[O:20])[CH:5]([O:17][CH2:18][CH3:19])[CH2:6][C:7]1[CH:12]=[CH:11][C:10]([O:13][CH2:22][C:23]2[N:24]=[C:25]([C:29]3[CH:34]=[CH:33][CH:32]=[C:31]([Cl:35])[CH:30]=3)[O:26][C:27]=2[CH3:28])=[CH:9][C:8]=1[O:14][CH2:15][CH3:16])[CH3:2] |f:4.5.6|. Procedure: In analogy to the procedure described in example 1 f], [rac]-2-ethoxy-3-(2-ethoxy-4-hydroxy-phenyl)-propionic acid ethyl ester (example 47 c]) was reacted with 4-chloromethyl-2-(3-chloro-phenyl)-5-methyl-oxazole (prepared from 3-chloro-benzaldehyde and diacetyl monoxyme followed by treatment with POCl3 in analogy to the procedures described in examples 5 a] and 2 b]) in N,N-dimethylformamide in the presence of potassium carbonate to yield [rac]-3-{4-[2-(3-chloro-phenyl)-5-methyl-oxazol-4-ylmetho... The reactants are CN(C)C=O, O=C(c1ccc(Cl)cc1Cl)N1CCn2c(Cl)cnc2C1, O=C1CCC(=O)N1Cl. The product is O=C(c1ccc(Cl)cc1Cl)N1CCn2c(nc(Cl)c2Cl)C1. Reaction SMILES: [CH3:29][N:30]([CH3:31])[CH:32]=[O:33].[Cl:1][c:2]1[cH:3][n:4][c:5]2[n:6]1[CH2:7][CH2:8][N:9]([C:11](=[O:12])[c:13]1[c:14]([Cl:20])[cH:15][c:16]([Cl:19])[cH:17][cH:18]1)[CH2:10]2.[Cl:21][N:22]1[C:23](=[O:24])[CH2:25][CH2:26][C:27]1=[O:28]>>[Cl:1][c:2]1[c:3]([Cl:21])[n:4][c:5]2[n:6]1[CH2:7][CH2:8][N:9]([C:11](=[O:12])[c:13]1[c:14]([Cl:20])[cH:15][c:16]([Cl:19])[cH:17][cH:18]1)[CH2:10]2. The reactants are C(#C)C1=CN=C(N1C)C(=O)C1=CC=CC=C1 ((5-ethynyl-1-methyl-1H-imidazol-2-yl)-phenyl-methanone), N(=[N+]=[N-])C=1C=C(C(=O)NC2=C(C(=CC(=C2)C2(CC2)C)NS(=O)(=O)C)OC)C=CC1C (3-azido-N-[3-methanesulfonylamino-2-methoxy-5-(1-methyl-cyclopropyl)-phenyl]-4-methyl-benzamide). Yields the product C(C1=CC=CC=C1)(=O)C1=NC=C(N1C)C=1N=NN(C1)C=1C=C(C(=O)NC2=C(C(=CC(=C2)C2(CC2)C)NS(=O)(=O)C)OC)C=CC1C (3-[4-(2-Benzoyl-3-methyl-3H-imidazol-4-yl)-[1,2,3]triazol-1-yl]-N-[3-methanesulfonylamino-2-methoxy-5-(1-methyl-cyclopropyl)-phenyl]-4-methyl-benzamide). Reaction SMILES: [C:1]([C:3]1[N:7]([CH3:8])[C:6]([C:9]([C:11]2[CH:16]=[CH:15][CH:14]=[CH:13][CH:12]=2)=[O:10])=[N:5][CH:4]=1)#[CH:2].[N:17]([C:20]1[CH:21]=[C:22]([CH:43]=[CH:44][C:45]=1[CH3:46])[C:23]([NH:25][C:26]1[CH:31]=[C:30]([C:32]2([CH3:35])[CH2:34][CH2:33]2)[CH:29]=[C:28]([NH:36][S:37]([CH3:40])(=[O:39])=[O:38])[C:27]=1[O:41][CH3:42])=[O:24])=[N+:18]=[N-:19]>>[C:9]([C:6]1[N:7]([CH3:8])[C:3]([C:1]2[N:19]=[N:18][N:17]([C:20]3[CH:21]=[C:22]([CH:43]=[CH:44][C:45]=3[CH3:46])[C:23]([NH:25][C:26]3[CH:31]=[C:30]([C:32]4([CH3:35])[CH2:33][CH2:34]4)[CH:29]=[C:28]([NH:36][S:37]([CH3:40])(=[O:39])=[O:38])[C:27]=3[O:41][CH3:42])=[O:24])[CH:2]=2)=[CH:4][N:5]=1)(=[O:10])[C:11]1[CH:16]=[CH:15][CH:14]=[CH:13][CH:12]=1. Reported procedure: Example 34 was prepared from (5-ethynyl-1-methyl-1H-imidazol-2-yl)-phenyl-methanone (Example 33) and 3-azido-N-[3-methanesulfonylamino-2-methoxy-5-(1-methyl-cyclopropyl)-phenyl]-4-methyl-benzamide (Example 33) in the same manner as Example 15. ESI MS m/z 640 [C33H33N7O5S+H]+. The reactants are OC=1C=C2C=CC(=CC2=CC1)C(=O)OC (methyl 6-hydroxy-2-naphthoate), C[O-].[Na+] (sodium methoxide), ClC1=CC=C(C=C1)N1CCN(CC1)CCCl (4-(p-chlorophenyl)piperazinoethyl chloride). Solvent: CO (methanol), CN(C)C=O (DMF). Reaction conditions: temperature 40 celsius, time 8 hour. Yields the product ClC1=CC=C(C=C1)N1CCN(CC1)CCOC=1C=C2C=CC(=CC2=CC1)C(=O)O (6-{2-[4-(4-chlorophenyl)-1-piperazinyl]ethoxy}-2-naphthoic acid). Isolated yield 58.3%. As a reaction SMILES: [OH:1][C:2]1[CH:3]=[C:4]2[C:9](=[CH:10][CH:11]=1)[CH:8]=[C:7]([C:12]([O:14]C)=[O:13])[CH:6]=[CH:5]2.C[O-].[Na+].[Cl:19][C:20]1[CH:25]=[CH:24][C:23]([N:26]2[CH2:31][CH2:30][N:29]([CH2:32][CH2:33]Cl)[CH2:28][CH2:27]2)=[CH:22][CH:21]=1>CN(C=O)C.CO>[Cl:19][C:20]1[CH:21]=[CH:22][C:23]([N:26]2[CH2:27][CH2:28][N:29]([CH2:32][CH2:33][O:1][C:2]3[CH:3]=[C:4]4[C:9](=[CH:10][CH:11]=3)[CH:8]=[C:7]([C:12]([OH:14])=[O:13])[CH:6]=[CH:5]4)[CH2:30][CH2:31]2)=[CH:24][CH:25]=1 |f:1.2|. Procedure: 2.11 g of methyl 6-hydroxy-2-naphthoate and 0.84 g of sodium methoxide are stirred under N2 at 40° C. for 30 min in 50 ml of DMF. 4.6 g of 4-(p-chlorophenyl)piperazinoethyl chloride are then added and the reaction mixture is stirred at 40° C. for 8 h. It is diluted with 350 ml of methanol and the precipitate which is deposited is filtered off with suction. It is dissolved in 80 ml of DMF and 10 ml of water, and the mixture is treated with 3.8 g of KOH and stirred at 100° C. for 10 h. The DMF is ... The reactants are SC1=CC=NC=C1 (4-mercaptopyridine), N1=C(C=CC=C1C)C (2,6-lutidine), ICC1=C(N2C([C@H]([C@H]2SC1)NC(CC1=C(C=CC(=C1)Cl)Cl)=S)=O)C(=O)[O-] ((6R)-trans-3-Iodomethyl-7-[(2,5-dichlorophenyl)thioacetamido]-8-oxo-5-thia-1-azabicyclo[4.2.0]oct-2-ene-2-carboxylate), diphenylmethyl ester. Solvent: C(C)(=O)OCC (ethyl acetate), C1CCOC1 (THF), C1CCOC1 (THF). Conditions: temperature 0 celsius, time 0.5 hour. Yields the product N1=CC=C(C=C1)SCOC(=O)C=1N2C(C(C2SCC1)NC(CC1=C(C=CC(=C1)Cl)Cl)=S)=O ((4-pyridylthiomethyl]-7-[(2,5-dichlorophenyl)thioacetamido]-8-oxo-5-thia-1-azabicyclo [4.2.0]oct-2-ene-2-carboxylate), diphenylmethyl ester. Yield: 49.0%. Reaction SMILES: IC[C:3]1[CH2:10][S:9][C@H:8]2[N:5]([C:6](=[O:23])[C@H:7]2[NH:11][C:12](=[S:22])[CH2:13][C:14]2[CH:19]=[C:18]([Cl:20])[CH:17]=[CH:16][C:15]=2[Cl:21])[C:4]=1[C:24]([O-:26])=[O:25].[SH:27][C:28]1[CH:33]=[CH:32][N:31]=[CH:30][CH:29]=1.N1C(C)=CC=C[C:35]=1C>C1COCC1.C(OCC)(=O)C>[N:31]1[CH:32]=[CH:33][C:28]([S:27][CH2:35][O:26][C:24]([C:4]2[N:5]3[CH:8]([S:9][CH2:10][CH:3]=2)[CH:7]([NH:11][C:12](=[S:22])[CH2:13][C:14]2[CH:19]=[C:18]([Cl:20])[CH:17]=[CH:16][C:15]=2[Cl:21])[C:6]3=[O:23])=[O:25])=[CH:29][CH:30]=1. Reported procedure: (6R)-trans-3-Iodomethyl-7-[(2,5-dichlorophenyl)thioacetamido]-8-oxo-5-thia-1-azabicyclo[4.2.0]oct-2-ene-2-carboxylate, diphenylmethyl ester (3.00 g, 4.14 mmol) was dissolved in THF (50 mL) at 0° C. and treated with 4-mercaptopyridine (0.504 g, 4.54 mmol). A solution of 2,6-lutidine (0.576 g, 5.38 mmol) in THF (1 mL) was added next, and the reaction mixture was stirred at 0° C. for 0.5 h and then at 20° C. for 1 h. The mixture was diluted with ethyl acetate (500 mL) and the organic solution was w...